This data is from the Open Reaction Database (ORD), a public repository of structured organic reaction records. The task is: describe an organic reaction: reactants, conditions, products, and yield Reactants: Cc1ccc(Br)cc1C, Cc1ccc(S(=O)(=O)OCC2Cc3cccc(N)c3O2)cc1. The product is Cc1ccc(S(=O)(=O)OCC2Cc3cccc(Nc4ccc(C)c(C)c4)c3O2)cc1. Reaction SMILES: [Br:23][c:24]1[cH:25][c:26]([CH3:31])[c:27]([CH3:30])[cH:28][cH:29]1.[CH3:1][c:2]1[cH:3][cH:4][c:5]([S:8](=[O:9])(=[O:10])[O:11][CH2:12][CH:13]2[O:14][c:15]3[c:16]([cH:18][cH:19][cH:20][c:21]3[NH2:22])[CH2:17]2)[cH:6][cH:7]1>>[CH3:1][c:2]1[cH:3][cH:4][c:5]([S:8](=[O:9])(=[O:10])[O:11][CH2:12][CH:13]2[O:14][c:15]3[c:16]([cH:18][cH:19][cH:20][c:21]3[NH:22][c:24]3[cH:25][c:26]([CH3:31])[c:27]([CH3:30])[cH:28][cH:29]3)[CH2:17]2)[cH:6][cH:7]1. The reactants are solution, [Li]C(C)(C)C (t-BuLi), CCCCC (pentane), solution, C(C)(C)[Mg]Cl (isopropylmagnesium chloride), BrC1=CC(=C(C=C1)NC(=O)C=1NC=C(N1)C#N)C1=CCC(CC1)(C)C (4-Cyano-1H-imidazole-2-carboxylic acid [4-bromo-2-(4,4-dimethyl-cyclohex-1-enyl)-phenyl]-amide), solution, C(C=O)(=O)OCC (ethyl glyoxalate), C1(=CC=CC=C1)C (toluene). The solvent is C1CCOC1 (THF), C1CCOC1 (THF). Run at temperature 0 celsius, time 10 minute. Yields the product C(C)OC(C(O)C1=CC(=C(C=C1)NC(=O)C=1NC(=CN1)C#N)C1=CCC(CC1)(C)C)=O ([4-[(5-Cyano-1H-imidazole-2-carbonyl)-amino]-3-(4,4-dimethyl-cyclohex-1-enyl)-phenyl]-hydroxy-acetic acid ethyl ester). Isolated yield 50.0%. RXN SMILES: Br[C:2]1[CH:7]=[CH:6][C:5]([NH:8][C:9]([C:11]2[NH:12][CH:13]=[C:14]([C:16]#[N:17])[N:15]=2)=[O:10])=[C:4]([C:18]2[CH2:23][CH2:22][C:21]([CH3:25])([CH3:24])[CH2:20][CH:19]=2)[CH:3]=1.C([Mg]Cl)(C)C.[Li]C(C)(C)C.CCCCC.[C:41]([O:45][CH2:46][CH3:47])(=[O:44])[CH:42]=[O:43].C1(C)C=CC=CC=1>C1COCC1>[CH2:46]([O:45][C:41](=[O:44])[CH:42]([C:2]1[CH:7]=[CH:6][C:5]([NH:8][C:9]([C:11]2[NH:15][C:14]([C:16]#[N:17])=[CH:13][N:12]=2)=[O:10])=[C:4]([C:18]2[CH2:23][CH2:22][C:21]([CH3:25])([CH3:24])[CH2:20][CH:19]=2)[CH:3]=1)[OH:43])[CH3:47]. Procedure: To a suspension of 4-cyano-1H-imidazole-2-carboxylic acid [4-bromo-2-(4,4-dimethyl-cyclohex-1-enyl)-phenyl]-amide (71 mg, 0.18 mmol) (as prepared in Example 14, step (c)) in 3 mL THF at −40° C. was added a 2M solution of isopropylmagnesium chloride (i-PrMgCl) in THF (0.23 mL, 0.46 mmol) and the solution was then warmed to 0° C. and stirred for 10 min. The solution was then cooled to −78° C. and a 1.7 M solution of t-BuLi in pentane (0.28 mL, 0.48 mmol) was added dropwise and then a 40% solution ... Reactants: CCO, Cl, NO, O=C(c1ccccc1)c1nccs1. Yields the product ON=C(c1ccccc1)c1nccs1. Reaction SMILES: [CH3:17][CH2:18][OH:19].[ClH:14].[NH2:15][OH:16].[c:1]1([C:7](=[O:8])[c:9]2[s:10][cH:11][cH:12][n:13]2)[cH:2][cH:3][cH:4][cH:5][cH:6]1>>[c:1]1([C:7]([c:9]2[s:10][cH:11][cH:12][n:13]2)=[N:15][OH:16])[cH:2][cH:3][cH:4][cH:5][cH:6]1.